This data is from the Open Reaction Database (ORD), a public repository of structured organic reaction records. The task is: describe an organic reaction: reactants, conditions, products, and yield The reactants are C=CCOc1ccc(CC(=O)O)cc1Cl, C(=NC1CCCCC1)=NC1CCCCC1, ClC(Cl)Cl, O=[N+]([O-])c1ccc(O)cc1, C1CCOC1. Yields the product C=CCOc1ccc(CC(=O)Oc2ccc([N+](=O)[O-])cc2)cc1Cl. Reaction SMILES: [CH2:1]([CH:2]=[CH2:3])[O:4][c:5]1[c:6]([Cl:15])[cH:7][c:8]([CH2:11][C:12](=[O:13])[OH:14])[cH:9][cH:10]1.[CH:26]1([N:27]=[C:28]=[N:29][CH:30]2[CH2:31][CH2:32][CH2:33][CH2:34][CH2:35]2)[CH2:36][CH2:37][CH2:38][CH2:39][CH2:40]1.[CH:46]([Cl:47])([Cl:48])[Cl:49].[N+:16](=[O:17])([O-:18])[c:19]1[cH:20][cH:21][c:22]([OH:25])[cH:23][cH:24]1.[O:41]1[CH2:42][CH2:43][CH2:44][CH2:45]1>>[CH2:1]([CH:2]=[CH2:3])[O:4][c:5]1[c:6]([Cl:15])[cH:7][c:8]([CH2:11][C:12]([O:13][c:22]2[cH:21][cH:20][c:19]([N+:16](=[O:17])[O-:18])[cH:24][cH:23]2)=[O:14])[cH:9][cH:10]1. Reactants: C(C)(C)(C)OC(=O)N1CCC(CC1)CN(C1CC2=CC(=CC=C2CC1)[N+](=O)[O-])CC (4-{[ethyl-(7-nitro-1,2,3,4-tetrahydro-naphthalen-2-yl)-amino]-methyl}-piperidine-1-carboxylic acid tert-butyl ester), [H][H] (hydrogen). Reagents/catalysts: [Pd] (palladium on charcoal). Run in C(C)O (ethanol). The product is C(C)(C)(C)OC(=O)N1CCC(CC1)CN(CC)C1CC2=CC(=CC=C2CC1)N (4-{[(7-amino-1,2,3,4-tetrahydro-naphthalen-2-yl)-ethyl-amino]-methyl}-piperidine-1-carboxylic acid tert-butyl ester). The yield is 87.1%. Reaction SMILES: [C:1]([O:5][C:6]([N:8]1[CH2:13][CH2:12][CH:11]([CH2:14][N:15]([CH2:29][CH3:30])[CH:16]2[CH2:25][CH2:24][C:23]3[C:18](=[CH:19][C:20]([N+:26]([O-])=O)=[CH:21][CH:22]=3)[CH2:17]2)[CH2:10][CH2:9]1)=[O:7])([CH3:4])([CH3:3])[CH3:2].[H][H]>C(O)C.[Pd]>[C:1]([O:5][C:6]([N:8]1[CH2:13][CH2:12][CH:11]([CH2:14][N:15]([CH:16]2[CH2:25][CH2:24][C:23]3[C:18](=[CH:19][C:20]([NH2:26])=[CH:21][CH:22]=3)[CH2:17]2)[CH2:29][CH3:30])[CH2:10][CH2:9]1)=[O:7])([CH3:2])([CH3:3])[CH3:4]. Procedure: To a solution of 4-{[ethyl-(7-nitro-1,2,3,4-tetrahydro-naphthalen-2-yl)-amino]-methyl}-piperidine-1-carboxylic acid tert-butyl ester (490 mg, 1.2 mmol) in ethanol (30 mL) was added 10% palladium on charcoal (50 mg). The solution was shaken on a Parr shaker for 24 h at 55 psi of hydrogen. The solution was filtered through Celite® and concentrated to afford 4-{[(7-amino-1,2,3,4-tetrahydro-naphthalen-2-yl)-ethyl-amino]-methyl}-piperidine-1-carboxylic acid tert-butyl ester as an oil (405 mg) which w... Reactants: Cl (hydrogen chloride), FC(OC1=C(C(=O)Cl)C=CC=C1)(F)F (2-(trifluoromethoxy)benzoyl chloride), C(C)(C)(C)OC(NC[C@@H]1CC[C@H](CC1)CNC1=NC2=CC=CC=C2C(=N1)N(C)C)=O (trans-{4-[(4-dimethylamino-quinazolin-2-ylamino)-methyl]-cyclohexylmethyl}-carbamic acid tert-butyl ester), C(C)(C)N(CC)C(C)C (diisopropylethylamine). Run in CCOC(=O)C (EtOAc), C(Cl)Cl (CH2Cl2), C(Cl)Cl (CH2Cl2), CCOC(=O)C (EtOAc). Conditions: time 60 minute. The product is CN(C1=NC(=NC2=CC=CC=C12)NC[C@@H]1CC[C@H](CC1)CNC(C1=C(C=CC=C1)OC(F)(F)F)=O)C (trans-N-{4-[(4-dimethylamino-quinazolin-2-ylamino)-methyl]-cyclohexylmethyl}-2-trifluoromethoxy-benzamide). The yield is 79.8%. Reaction SMILES: C(O[C:6](=[O:30])[NH:7][CH2:8][C@H:9]1[CH2:14][CH2:13][C@H:12]([CH2:15][NH:16][C:17]2[N:26]=[C:25]([N:27]([CH3:29])[CH3:28])[C:24]3[C:19](=[CH:20][CH:21]=[CH:22][CH:23]=3)[N:18]=2)[CH2:11][CH2:10]1)(C)(C)C.Cl.C(N(C(C)C)CC)(C)C.[F:41][C:42]([F:54])([F:53])[O:43][C:44]1[CH:52]=[CH:51][CH:50]=[CH:49][C:45]=1C(Cl)=O>CCOC(C)=O.C(Cl)Cl>[CH3:28][N:27]([CH3:29])[C:25]1[C:24]2[C:19](=[CH:20][CH:21]=[CH:22][CH:23]=2)[N:18]=[C:17]([NH:16][CH2:15][C@H:12]2[CH2:11][CH2:10][C@H:9]([CH2:8][NH:7][C:6](=[O:30])[C:45]3[CH:49]=[CH:50][CH:51]=[CH:52][C:44]=3[O:43][C:42]([F:41])([F:54])[F:53])[CH2:14][CH2:13]2)[N:26]=1. Reported procedure: To a suspension of trans-{4-[(4-dimethylamino-quinazolin-2-ylamino)-methyl]cyclohexylmethyl}-carbamic acid tert-butyl ester obtained in step G of example 1 (800 mg, 1.93 mmol) in EtOAc (10 mL) was added 4 M hydrogen chloride in EtOAc (10 mL). The mixture was stirred at ambient temperature for 60 min and concentrated to give a white solid. To a suspension of the solid in CH2Cl2 (10 mL) was added diisopropylethylamine (706 μL, 4.05 mmol). The mixture was cooled at 4° C. and a solution of 2-(triflu... The reactants are COC=1C=C(C[C@@H]2NCCC3=CC(=C(C=C23)OC)OC)C=CC1OC ((1S)-1-(3,4-Dimethoxy-benzyl)-6,7-dimethoxy-1,2,3,4-tetrahydroisoquinoline), BrCC(=O)Br (2-bromoacetyl bromide), C(C1=CC=CC=C1)N (benzylamine). The product is COC=1C=C(C[C@@H]2N(CCC3=CC(=C(C=C23)OC)OC)CC(=O)NCC2=CC=CC=C2)C=CC1OC (2-[(1S)-1-(3,4-Dimethoxy-benzyl)-6,7-dimethoxy-3,4-dihydro-1H-isoquinolin-2-yl]-N-benzyl-acetamide). Reaction SMILES: [CH3:1][O:2][C:3]1[CH:4]=[C:5]([CH:21]=[CH:22][C:23]=1[O:24][CH3:25])[CH2:6][C@H:7]1[C:16]2[C:11](=[CH:12][C:13]([O:19][CH3:20])=[C:14]([O:17][CH3:18])[CH:15]=2)[CH2:10][CH2:9][NH:8]1.Br[CH2:27][C:28](Br)=[O:29].[CH2:31]([NH2:38])[C:32]1[CH:37]=[CH:36][CH:35]=[CH:34][CH:33]=1>>[CH3:1][O:2][C:3]1[CH:4]=[C:5]([CH:21]=[CH:22][C:23]=1[O:24][CH3:25])[CH2:6][C@H:7]1[C:16]2[C:11](=[CH:12][C:13]([O:19][CH3:20])=[C:14]([O:17][CH3:18])[CH:15]=2)[CH2:10][CH2:9][N:8]1[CH2:27][C:28]([NH:38][CH2:31][C:32]1[CH:37]=[CH:36][CH:35]=[CH:34][CH:33]=1)=[O:29]. Procedure details: prepared by reaction of (1S)-1-(3,4-Dimethoxy-benzyl)-6,7-dimethoxy-1,2,3,4-tetrahydroisoquinoline and 2-bromoacetyl bromide with benzylamine